describe an organic reaction: reactants, conditions, products, and yield From a dataset of the Open Reaction Database (ORD), a public repository of structured organic reaction records. The reactants are COc1ccc2ncc(=O)n(CCN3CCC(NC(=O)OC(C)(C)C)CC3)c2n1, CO, ClCCl, ClCCl, O=C([O-])[O-], O=C(O)C(F)(F)F. The product is COc1ccc2ncc(=O)n(CCN3CCC(N)CC3)c2n1. Reaction SMILES: [CH3:1][O:2][c:3]1[cH:4][cH:5][c:6]2[c:7]([n:8]([CH2:13][CH2:14][N:15]3[CH2:16][CH2:17][CH:18]([NH:21][C:22](=[O:23])[O:24][C:25]([CH3:26])([CH3:27])[CH3:28])[CH2:19][CH2:20]3)[c:9](=[O:12])[cH:10][n:11]2)[n:29]1.[CH3:34][OH:35].[Cl:36][CH2:37][Cl:38].[Cl:46][CH2:47][Cl:48].[O-:30][C:31](=[O:32])[O-:33].[OH:39][C:40]([C:41]([F:42])([F:43])[F:44])=[O:45]>>[CH3:1][O:2][c:3]1[cH:4][cH:5][c:6]2[c:7]([n:8]([CH2:13][CH2:14][N:15]3[CH2:16][CH2:17][CH:18]([NH2:21])[CH2:19][CH2:20]3)[c:9](=[O:12])[cH:10][n:11]2)[n:29]1. Reaction SMILES: [Br:1][CH2:2][CH2:3][CH2:4][CH2:5][CH2:6][C:7]([NH:9][C:10]1[CH:15]=[CH:14][CH:13]=[CH:12][C:11]=1[OH:16])=O.B#B>>[Br:1][CH2:2][CH2:3][CH2:4][CH2:5][CH2:6][CH2:7][NH:9][C:10]1[CH:15]=[CH:14][CH:13]=[CH:12][C:11]=1[OH:16]. Procedure: was prepared in 81% yield from 30.6 g (0.11 mol) of 6-bromo-N-(2-hydroxyphenyl)hexanamide according to the procedure of Example 1, part b, except that the amide was added to the diborane (inverse addition). The product was crystallized from acetonitrile by the addition of chloroform and then ether, mp 124°-126° C. The reactants are BrCCCCCC(=O)NC1=C(C=CC=C1)O (6-bromo-N-(2-hydroxyphenyl)hexanamide), amide, B#B (diborane). Yields the product BrCCCCCCNC1=C(C=CC=C1)O (2-[(6-Bromohexyl)amino]phenol). Isolated yield 81.0%. The reactants are CC(=O)OCC1OC(OC(C)=O)C(N=[N+]=[N-])C(OC(C)=O)C1OC(C)=O, CCOC(C)=O, [H][H]. Product: CC(=O)OCC1OC(OC(C)=O)C(N)C(OC(C)=O)C1OC(C)=O. As a reaction SMILES: [C:1]([CH3:2])(=[O:3])[O:4][CH:5]1[CH:6]([N:24]=[N+:25]=[N-:26])[CH:7]([O:8][C:9]([CH3:10])=[O:11])[CH:12]([O:13][C:14]([CH3:15])=[O:16])[CH:17]([CH2:19][O:20][C:21]([CH3:22])=[O:23])[O:18]1.[CH3:29][CH2:30][O:31][C:32]([CH3:33])=[O:34].[H:27][H:28]>>[C:1]([CH3:2])(=[O:3])[O:4][CH:5]1[CH:6]([NH2:24])[CH:7]([O:8][C:9]([CH3:10])=[O:11])[CH:12]([O:13][C:14]([CH3:15])=[O:16])[CH:17]([CH2:19][O:20][C:21]([CH3:22])=[O:23])[O:18]1. Reactants: BrC=1C=C2C(=CC(NC2=CC1)=O)O (6-Bromo-4-hydroxyquinolin-2(1H)-one), BrC=1C=C2C(=C(C(NC2=CC1)=O)C1=C(C=CC=C1)Cl)O (6-Bromo-3-(2-chlorophenyl)-4-hydroxyquinolin-2(1H)-one), FC(C1=NC=C(C=O)C=C1)(F)F (6-(trifluoromethyl)nicotinaldehyde), CC=1NC(=C(CC1C(=O)OCC)C(=O)OCC)C (diethyl 2,6-dimethyl-1,4-dihydropyridine-3,5-dicarboxylate). The solvent is N1=CC=CC=C1 (pyridine), C(C)(C)O (isopropanol). Run at time 1 hour. Product: BrC=1C=C2C(=C(C(=NC2=CC1)O)CC=1C=NC(=CC1)C(F)(F)F)O (6-Bromo-3-((6-(trifluoromethyl)pyridin-3-yl)methyl)quinoline-2,4-diol). RXN SMILES: [Br:1][C:2]1[CH:3]=[C:4]2[C:9](=[CH:10][CH:11]=1)[NH:8][C:7](=[O:12])[CH:6]=[C:5]2[OH:13].BrC1C=C2C(=CC=1)NC(=O)C(C1C=CC=CC=1Cl)=C2O.[F:34][C:35]([F:45])([F:44])[C:36]1[CH:43]=[CH:42][C:39]([CH:40]=O)=[CH:38][N:37]=1.CC1NC(C)=C(C(OCC)=O)CC=1C(OCC)=O>N1C=CC=CC=1.C(O)(C)C>[Br:1][C:2]1[CH:3]=[C:4]2[C:9](=[CH:10][CH:11]=1)[N:8]=[C:7]([OH:12])[C:6]([CH2:40][C:39]1[CH:38]=[N:37][C:36]([C:35]([F:45])([F:34])[F:44])=[CH:43][CH:42]=1)=[C:5]2[OH:13]. Procedure details: 6-Bromo-4-hydroxyquinolin-2(1H)-one (3.2 g, 18.3 mmol, Intermediate 8: step a), 6-(trifluoromethyl)nicotinaldehyde (4.0 g, 16.7 mmol), and diethyl 2,6-dimethyl-1,4-dihydropyridine-3,5-dicarboxylate (4.2 g, 16.7 mmol), in pyridine (34 mL) were heated to 105° C. for 3 hours. The solution was allowed to cool to ambient temperature, resulting in the formation of a solid. Minimal isopropanol was added to the mixture and the slurry was stirred for 1 hour, sonicated, and filtered. The filtered solids w... Reactants: 6,1-benzoylcyclopropyl-sulfonamide, C(C)(C)(C)NS(=O)(=O)C1(CC1)C(C1=CC=CC=C1)=O (N-tert-butyl(1-benzoyl)cyclopropylsul-fonamide), CC1(CC1)S(=O)(=O)N (1-Methylcyclopropylsulfonamide). Product: C(C1=CC=CC=C1)(=O)C1(CC1)S(=O)(=O)N (1-benzoylcyclo-propylsulfonamide). The yield is 87.0%. RXN SMILES: C([NH:5][S:6]([C:9]1([C:12](=[O:19])[C:13]2[CH:18]=[CH:17][CH:16]=[CH:15][CH:14]=2)[CH2:11][CH2:10]1)(=[O:8])=[O:7])(C)(C)C.CC1(S(N)(=O)=O)CC1>>[C:12]([C:9]1([S:6]([NH2:5])(=[O:8])=[O:7])[CH2:10][CH2:11]1)(=[O:19])[C:13]1[CH:18]=[CH:17][CH:16]=[CH:15][CH:14]=1. Procedure: This compound, Example 6,1-benzoylcyclopropyl-sulfonamide, was obtained in 87% yield from N-tert-butyl(1-benzoyl)cyclopropylsul-fonamide using the procedure described for the synthesis of 1-Methylcyclopropylsulfonamide, followed by recrystallization from the minimum amount of EtOAc in hexane: 1H NMR (DMSO-d6) δ 1.39 (m, 2H), 1.61 (m, 2H), 7.22 (s, 2H), 7.53 (t, J=7.6 Hz, 2H), 7.65 (t, J=7.6 Hz, 1H), 8.06 (d, J=8.2 Hz, 2H); 13C NMR (DMSO d6) δ 12.3, 48.4, 128.1, 130.0, 133.4, 135.3, 192.0. Conditions: time 22 hour. Product: ClC=1C=C(C2=C(C(OC(=N2)C2=CC(=NN2C2=NC=CC=C2Cl)S(=O)C)=O)C1)C (6-chloro-2-[1-(3-chloro-2-pyridinyl)-3-methylsulfinyl-1H-pyrazol-5-yl]-8-methyl-4H-3,1-benzoxazine-4-one). Reaction SMILES: [Cl:1][C:2]1[CH:3]=[C:4]([CH3:27])[C:5]2[N:10]=[C:9]([C:11]3[N:15]([C:16]4[C:21]([Cl:22])=[CH:20][CH:19]=[CH:18][N:17]=4)[N:14]=[C:13]([S:23][CH3:24])[CH:12]=3)[O:8][C:7](=[O:25])[C:6]=2[CH:26]=1.ClCCl.[Mg].[OH2:32]>>[Cl:1][C:2]1[CH:3]=[C:4]([CH3:27])[C:5]2[N:10]=[C:9]([C:11]3[N:15]([C:16]4[C:21]([Cl:22])=[CH:20][CH:19]=[CH:18][N:17]=4)[N:14]=[C:13]([S:23]([CH3:24])=[O:32])[CH:12]=3)[O:8][C:7](=[O:25])[C:6]=2[CH:26]=1. Starting materials: O (Water), ClC=1C=C(C2=C(C(OC(=N2)C2=CC(=NN2C2=NC=CC=C2Cl)SC)=O)C1)C (6-chloro-2-[1-(3-chloro-2-pyridinyl)-3-methylthio-1H-pyrazol-5-yl]-8-methyl-4H-3,1-benzoxazine-4-one), ClCCl (dichloromethane), O (water), [Mg] (magnesium). Procedure: To a mixture of 0.20 g of 6-chloro-2-[1-(3-chloro-2-pyridinyl)-3-methylthio-1H-pyrazol-5-yl]-8-methyl-4H-3,1-benzoxazine-4-one, 5 ml of dichloromethane and 0.5 ml of water was added 0.18 g of magnesium bis(monoperoxophthalate) hexahydrate (MMPP), and the resulting mixture was stirred at room temperature for 22 hours. Water was added to the reaction mixture, and the mixture was extracted with methyl t-butyl ether. The organic layer was washed with water and an aqueous saturated sodium chloride so...